describe an organic reaction: reactants, conditions, products, and yield From a dataset of the Open Reaction Database (ORD), a public repository of structured organic reaction records. Reaction SMILES: Cl[C:2]1[N:7]=[CH:6][N:5]=[C:4]([O:8][C:9]2[CH:10]=[CH:11][CH:12]=[C:13]3[C:18]=2[N:17]=[C:16]([NH2:19])[CH:15]=[CH:14]3)[CH:3]=1.[C:20]([C:22]1[CH:27]=[CH:26][C:25](B(O)O)=[CH:24][CH:23]=1)#[N:21]>>[NH2:19][C:16]1[CH:15]=[CH:14][C:13]2[C:18](=[C:9]([O:8][C:4]3[N:5]=[CH:6][N:7]=[C:2]([C:25]4[CH:26]=[CH:27][C:22]([C:20]#[N:21])=[CH:23][CH:24]=4)[CH:3]=3)[CH:10]=[CH:11][CH:12]=2)[N:17]=1. Procedure: According to the procedure described for Example 124(b), 8-(6-chloro-pyrimidin-4-yloxy)-quinolin-2-ylamine, (Example 124(a)), (0.20 g, 0.73 mmol) and 4-cyanophenylboronic acid (0.16 g, 1.1 mmol, Aldrich) provided the title compound as a white solid. Mp: 234–236° C. MS (ESI, pos. ion.) m/z:340 (M+1). Reactants: ClC1=CC(=NC=N1)OC=1C=CC=C2C=CC(=NC12)N (8-(6-chloro-pyrimidin-4-yloxy)-quinolin-2-ylamine), C(#N)C1=CC=C(C=C1)B(O)O (4-cyanophenylboronic acid). Product: NC1=NC2=C(C=CC=C2C=C1)OC1=CC(=NC=N1)C1=CC=C(C#N)C=C1 (4-[6-(2-Amino-quinolin-8-yloxy)-pyrimidin-4-yl]-benzonitrile). RXN SMILES: C1CO[C:8]23OCC[O:12][C:3]2([C@:4]2([CH2:27][CH2:26][C@H:25]4[C@@H:15](/[C:16](=[N:28]/[OH:29])/[CH2:17][CH:18]5[C@:23]4([CH3:24])[CH2:22][CH2:21][CH2:20][CH2:19]5)[C@@H:6]2[CH2:7]3)[CH3:5])O1.C([C@@H]1C2[C@](C)(CCC(=[O:50])C2)[C@@H]2[C@H]([C@H]3[C@@](CC2)(C)C(=O)CC3)C1)#N>>[OH:29]/[N:28]=[C:16]1/[C@@H:15]2[C@@H:25]([C@:23]3([CH3:24])[CH:18]([CH2:17]/1)[CH2:19][C:20](=[O:50])[CH2:21][CH2:22]3)[CH2:26][CH2:27][C@@:4]1([CH3:5])[C@H:6]2[CH2:7][CH2:8][C:3]1=[O:12]. The product is O\N=C/1\[C@H]2[C@@H]3CCC([C@@]3(C)CC[C@@H]2[C@]2(CCC(CC2C1)=O)C)=O (7(E)-Hydroxyiminoandrostane-3,17-dione). Starting materials: C1OC23[C@]4(C)[C@@H](CC2(OCCO3)OC1)[C@@H]1/C(/CC3CCCC[C@]3(C)[C@H]1CC4)=N/O (17,17-bis(ethylendioxy)-7(E)-hydroxyiminoandrostane), C(#N)[C@H]1C[C@H]2[C@@H]3CCC([C@@]3(C)CC[C@@H]2[C@]2(CCC(CC12)=O)C)=O (6α-cyanoandrostane-3,17-dione). Procedure: The title compound II-bq was prepared in 50% yield from 3,3:17,17-bis(ethylendioxy)-7(E)-hydroxyiminoandrostane by the procedure described above for the preparation of 6α-cyanoandrostane-3,17-dione (II-ac, Prepn. 3). The crude product was purified by flash chromatography (SiO2, n-hexane/EtOAc 6/4). 1H-NMR (300 MHz, DMSO-d6, ppm from TMS: δ 10.37 (s, 1H), 2.99 (m, 1H), 2.58-0.67 (m, 19H), 1.12 (s, 3H), 0.82 (s, 3H). The yield is 50.0%. Starting materials: COC=1C=C(CN2CCN(CC2)C(=S)S)C=C(C1OC)OC (4-(3,4,5-trimethoxybenzyl)-1-piperazinecarbodithioic acid), B(Br)(Br)Br (boron tribromide), C(Cl)Cl (methylene chloride), C(Cl)Cl (methylene chloride). The solvent is O (water). Reaction conditions: temperature -78 celsius, time 5 day. Yields the product OC=1C=C(CN2CCN(CC2)C(=S)S)C=C(C1O)O (4-(3,4,5-Trihydroxybenzyl)-1-piperazinecarbodithioic acid). The yield is 11.4%. As a reaction SMILES: C[O:2][C:3]1[CH:4]=[C:5]([CH:16]=[C:17]([O:21]C)[C:18]=1[O:19]C)[CH2:6][N:7]1[CH2:12][CH2:11][N:10]([C:13]([SH:15])=[S:14])[CH2:9][CH2:8]1.C(Cl)Cl.B(Br)(Br)Br>O>[OH:21][C:17]1[CH:16]=[C:5]([CH:4]=[C:3]([OH:2])[C:18]=1[OH:19])[CH2:6][N:7]1[CH2:8][CH2:9][N:10]([C:13]([SH:15])=[S:14])[CH2:11][CH2:12]1. Procedure details: In a nitrogen atmosphere, 1,033 mg (3.02 mmol.) of 4-(3,4,5-trimethoxybenzyl)-1-piperazinecarbodithioic acid was suspended indry methylene chloride, and under chilling to -78° C. in a dry ice-acetone bath, to this was dropwise added 50 ml of methylene chloride solution containing 3 ml of boron tribromide. The mixture was left to slowly reach room temperature, and then stirred for 5 days at room temperatuere. To the reaction mixture was added water, and insolubles wereremoved by filtration. The i... Starting materials: COC1=CC2=C(SC(=C2)C2=CC3CCC(C2)N3)C=C1 (3-(5-Methoxy-benzo[b]thiophen-2-yl)-8-aza-bicyclo[3.2.1]oct-2-ene), ClCCl (dichloromethane), O (Water), N (ammonia). Conditions: time 15 hour. The product is Cl.C12C=C(CC(CC1)N2)C2=CC1=C(S2)C=CC(=C1)O (2-(8-Aza-bicyclo[3.2.1]oct-2-en-3-yl)-benzo[b]thiophen-5-ol hydrochloric acid salt). As a reaction SMILES: C[O:2][C:3]1[CH:19]=[CH:18][C:6]2[S:7][C:8]([C:10]3[CH2:16][CH:15]4[NH:17][CH:12]([CH2:13][CH2:14]4)[CH:11]=3)=[CH:9][C:5]=2[CH:4]=1.O.N.[Cl:22]CCl>>[ClH:22].[CH:12]12[NH:17][CH:15]([CH2:14][CH2:13]1)[CH2:16][C:10]([C:8]1[S:7][C:6]3[CH:18]=[CH:19][C:3]([OH:2])=[CH:4][C:5]=3[CH:9]=1)=[CH:11]2 |f:4.5|. Reported procedure: 3-(5-Methoxy-benzo[b]thiophen-2-yl)-8-aza-bicyclo[3.2.1]oct-2-ene (0.30 g, 1.105 mmol) was solved in dichloromethane (25 ml) and was cooled on an ice-bath. Borontribromide (1 M, 2.21 ml, 2.21 mmol) was added dropwise under cooling, followed by stirring for 15 hours at room-temperature. Water (40 ml) was added and the mixture was made alkaline by adding aqueous ammonia. The product was filtered and was recrystallised with ethanol (25 ml, 96%) and HCl in ethanol (0.5 ml, 3 M). Yield 0.15 g (46%). Reactants: ClCCl (Dichloromethane), ClN1C(CCC1=O)=O (N-Chlorosuccinimide), N(=NC(C#N)(C)C)C(C#N)(C)C (2,2′-azobis(isobutyronitrile)), O[C@H](C)[C@@H]1[C@@H]2N(C(=C([C@@H]2C)C2=CN3C(S2)=C(N=C3)SC)C(=O)OCC3=CC=C(C=C3)[N+](=O)[O-])C1=O (4-Nitrobenzyl(1S,5R,6S)-6-((1R)-1-hydroxyethyl)-1-methyl-2-(7-methylthioimidazo-[5,1-b]thiazol-2-yl)-1-carbapen-2-em-3-carboxylate). Solvent: [Cl-].[Na+].O (brine), C1=CC=CC=C1 (benzene). Conditions: time 10 minute. Product: ClC1=NC(=C2SC(=CN21)C=2[C@@H]([C@H]1N(C2C(=O)OCC2=CC=C(C=C2)[N+](=O)[O-])C([C@@H]1[C@@H](C)O)=O)C)SC (4-nitrobenzyl(1S,5R,6S)-2-(5-chloro-7-methylthioimidazo[5,1-b]thiazol-2-yl)-6-((1R)-1-hydroxyethyl)-1-methyl-1-carbapen-2-em-3-carboxylate). Isolated yield 27.5%. As a reaction SMILES: [OH:1][C@@H:2]([C@H:4]1[C:34](=[O:35])[N:6]2[C:7]([C:21]([O:23][CH2:24][C:25]3[CH:30]=[CH:29][C:28]([N+:31]([O-:33])=[O:32])=[CH:27][CH:26]=3)=[O:22])=[C:8]([C:11]3[S:15][C:14]4=[C:16]([S:19][CH3:20])[N:17]=[CH:18][N:13]4[CH:12]=3)[C@H:9]([CH3:10])[C@H:5]12)[CH3:3].[Cl:36]N1C(=O)CCC1=O.N(C(C)(C)C#N)=NC(C)(C)C#N.ClCCl>C1C=CC=CC=1.[Cl-].[Na+].O>[Cl:36][C:18]1[N:13]2[C:14]([S:15][C:11]([C:8]3[C@H:9]([CH3:10])[C@@H:5]4[C@@H:4]([C@H:2]([OH:1])[CH3:3])[C:34](=[O:35])[N:6]4[C:7]=3[C:21]([O:23][CH2:24][C:25]3[CH:26]=[CH:27][C:28]([N+:31]([O-:33])=[O:32])=[CH:29][CH:30]=3)=[O:22])=[CH:12]2)=[C:16]([S:19][CH3:20])[N:17]=1 |f:5.6.7|. Procedure: 4-Nitrobenzyl(1S,5R,6S)-6-((1R)-1-hydroxyethyl)-1-methyl-2-(7-methylthioimidazo-[5,1-b]thiazol-2-yl)-1-carbapen-2-em-3-carboxylate (109 mg) was dissolved in 10 ml of benzene at room temperature. N-Chlorosuccinimide (30 mg) and 5 mg of 2,2′-azobis(isobutyronitrile) were added to the solution. The mixture was stirred for 10 min. Dichloromethane (10 ml) and 10 ml of semisaturated brine were added thereto, followed by separation. The organic layer was dried over anhydrous magnesium sulfate. The solv...